This data is from the Open Reaction Database (ORD), a public repository of structured organic reaction records. The task is: describe an organic reaction: reactants, conditions, products, and yield Starting materials: NC1=CC=CC=C1 (aniline), NC(=O)N (urea), C12CN(CC(CC1)O2)C2=C1C(=NC(=N2)C2=CC=C(C=C2)NC(=O)NCC)N(N=C1)C1CCN(CC1)C(=O)OCC (ethyl 4-(4-(8-oxa-3-azabicyclo[3.2.1]octan-3-yl)-6-(4-(3-ethylureido)phenyl)-1H-pyrazolo[3,4-d]pyrimidin-1-yl)piperidine-1-carboxylate), C1(CCC1)N (cyclobutylamine). Yields the product C12COCC(CC1)N2C2=C1C(=NC(=N2)C2=CC=C(C=C2)NC(=O)NC2CCC2)N(N=C1)CC (1-(4-(4-(3-oxa-8-azabicyclo[3.2.1]octan-8-yl)-1-ethyl-1H-pyrazolo[3,4-d]pyrimidin-6-yl)phenyl)-3-cyclobutylurea). Reaction SMILES: NC(N)=O.[CH:5]12[O:12][CH:9](CC1)[CH2:8][N:7]([C:13]1[N:18]=[C:17]([C:19]3[CH:24]=[CH:23][C:22]([NH:25][C:26]([NH:28][CH2:29][CH3:30])=[O:27])=[CH:21][CH:20]=3)[N:16]=[C:15]3[N:31]([CH:34]4[CH2:39]CN(C(OCC)=O)CC4)[N:32]=[CH:33][C:14]=13)[CH2:6]2.[CH:45]1(N)CC[CH2:46]1.N[C:51]1C=CC=C[CH:52]=1>>[CH:6]12[N:7]([C:13]3[N:18]=[C:17]([C:19]4[CH:24]=[CH:23][C:22]([NH:25][C:26]([NH:28][CH:29]5[CH2:52][CH2:51][CH2:30]5)=[O:27])=[CH:21][CH:20]=4)[N:16]=[C:15]4[N:31]([CH2:34][CH3:39])[N:32]=[CH:33][C:14]=34)[CH:8]([CH2:45][CH2:46]1)[CH2:9][O:12][CH2:5]2. Procedure: A urea formation procedure similar to that used for the synthesis of ethyl 4-(4-(8-oxa-3-azabicyclo[3.2.1]octan-3-yl)-6-(4-(3-ethylureido)phenyl)-1H-pyrazolo[3,4-d]pyrimidin-1-yl)piperidine-1-carboxylate is used, utilizing cyclobutylamine as the aniline component. (44%, MS=448.4 (M+H)) The reactants are N#Cc1cc(C(F)(F)F)ncc1Br, CC(C)(C)OC(=O)CCCOc1cc(Cl)c(C2OC(C)(C)C(C)(C)O2)cc1S(=O)(=O)N1CCCCc2ccccc21, [K+], [K+], O=C([O-])[O-], C1COCCO1, O, c1ccc(P(c2ccccc2)(c2ccccc2)[Pd](P(c2ccccc2)(c2ccccc2)c2ccccc2)(P(c2ccccc2)(c2ccccc2)c2ccccc2)P(c2ccccc2)(c2ccccc2)c2ccccc2)cc1. Yields the product CC(C)(C)OC(=O)CCCOc1cc(Cl)c(-c2cnc(C(F)(F)F)cc2C#N)cc1S(=O)(=O)N1CCCCc2ccccc21. As a reaction SMILES: [Br:42][c:43]1[cH:44][n:45][c:46]([C:51]([F:52])([F:53])[F:54])[cH:47][c:48]1[C:49]#[N:50].[C:1]([CH3:2])([CH3:3])([CH3:4])[O:5][C:6]([CH2:7][CH2:8][CH2:9][O:10][c:11]1[c:12]([S:27](=[O:28])(=[O:29])[N:30]2[c:31]3[c:32]([cH:37][cH:38][cH:39][cH:40]3)[CH2:33][CH2:34][CH2:35][CH2:36]2)[cH:13][c:14]([CH:18]2[O:19][C:20]([CH3:21])([CH3:22])[C:23]([CH3:24])([CH3:25])[O:26]2)[c:15]([Cl:17])[cH:16]1)=[O:41].[K+:55].[K+:56].[O-:57][C:58]([O-:59])=[O:60].[O:61]1[CH2:62][CH2:63][O:64][CH2:65][CH2:66]1.[OH2:67].[cH:68]1[cH:69][cH:70][c:71]([P:72]([Pd:73]([P:74]([c:75]2[cH:76][cH:77][cH:78][cH:79][cH:80]2)([c:81]2[cH:82][cH:83][cH:84][cH:85][cH:86]2)[c:87]2[cH:88][cH:89][cH:90][cH:91][cH:92]2)([P:93]([c:94]2[cH:95][cH:96][cH:97][cH:98][cH:99]2)([c:100]2[cH:101][cH:102][cH:103][cH:104][cH:105]2)[c:106]2[cH:107][cH:108][cH:109][cH:110][cH:111]2)[P:112]([c:113]2[cH:114][cH:115][cH:116][cH:117][cH:118]2)([c:119]2[cH:120][cH:121][cH:122][cH:123][cH:124]2)[c:125]2[cH:126][cH:127][cH:128][cH:129][cH:130]2)([c:131]2[cH:132][cH:133][cH:134][cH:135][cH:136]2)[c:137]2[cH:138][cH:139][cH:140][cH:141][cH:142]2)[cH:143][cH:144]1>>[C:1]([CH3:2])([CH3:3])([CH3:4])[O:5][C:6]([CH2:7][CH2:8][CH2:9][O:10][c:11]1[c:12]([S:27](=[O:28])(=[O:29])[N:30]2[c:31]3[c:32]([cH:37][cH:38][cH:39][cH:40]3)[CH2:33][CH2:34][CH2:35][CH2:36]2)[cH:13][c:14](-[c:43]2[cH:44][n:45][c:46]([C:51]([F:52])([F:53])[F:54])[cH:47][c:48]2[C:49]#[N:50])[c:15]([Cl:17])[cH:16]1)=[O:41].